Dataset: the Open Reaction Database (ORD), a public repository of structured organic reaction records. Task: describe an organic reaction: reactants, conditions, products, and yield Reactants: CS(=O)(=O)C1=NC(=CC(=N1)OC)OC (2-methylsulphonyl-4,6-dimethoxy-pyrimidine), C([O-])([O-])=O.[K+].[K+] (potassium carbonate), S(=O)(=O)(O)O.COC(N)=N (O-methyl-isourea sulphate). Solvent: C(C)#N (acetonitrile). Conditions: time 17 hour. Product: COC1=NC(=NC(=C1)OC)NC(OC)=N (N-(4,6-dimethoxy-pyrimidin-2-yl)-O-methylisourea). Isolated yield 171.0%. Reaction SMILES: CS([C:5]1[N:10]=[C:9]([O:11][CH3:12])[CH:8]=[C:7]([O:13][CH3:14])[N:6]=1)(=O)=O.C(=O)([O-])[O-].[K+].[K+].S(O)(O)(=O)=O.[CH3:26][O:27][C:28](=[NH:30])[NH2:29]>C(#N)C>[CH3:14][O:13][C:7]1[CH:8]=[C:9]([O:11][CH3:12])[N:10]=[C:5]([NH:30][C:28](=[NH:29])[O:27][CH3:26])[N:6]=1 |f:1.2.3,4.5|. Procedure details: 54.5 g (0.25 mol) of 2-methylsulphonyl-4,6-dimethoxy-pyrimidine, 69 g (0.5 mol) of potassium carbonate and 1500 ml of acetonitrile are mixed with stirring. 33.85 g (0.1375 mol) of O-methyl-isourea sulphate are then added and the mixture is heated to boiling for 17 hours. After cooling, the solution is filtered off with suction and the mother liquor is concentrated. After taking up the residue in methylene chloride, the solution is washed three times with water, dried and concentrated again. 49.9... Starting materials: ClCCO (2-Chloroethanol), CN1CCNCC1 (1-methylpiperazine), C([O-])([O-])=O.[K+].[K+] (potassium carbonate). The solvent is C(C)#N (acetonitrile). Product: CN1CCN(CC1)CCO (2-(4-Methyl-1-piperazinyl)ethanol). Yield: 77.8%. RXN SMILES: Cl[CH2:2][CH2:3][OH:4].[CH3:5][N:6]1[CH2:11][CH2:10][NH:9][CH2:8][CH2:7]1.C(=O)([O-])[O-].[K+].[K+]>C(#N)C>[CH3:5][N:6]1[CH2:11][CH2:10][N:9]([CH2:2][CH2:3][OH:4])[CH2:8][CH2:7]1 |f:2.3.4|. Procedure: 2-Chloroethanol (36.0 g, 30 mL, 0.44 mol) was added to 1-methylpiperazine (27.0 g, 30 mL, 0.27 mol) and potassium carbonate (40 g, 0.29 mol) in acetonitrile (100 mL) with stirring. The reaction mixture was heated under reflux for 48 h, then filtered, and the solids were washed with acetonitrile. The combined filtrates were evaporated under reduced pressure and the resulting oil was distilled at 12 mm Hg to give the title compound (31 g, 0.21 mol) as a light tan oil. Electrospray MS m/z 145 [M+H]... Reaction SMILES: C(O[C:9]1[CH:14]=[C:13]([N+:15]([O-])=O)[C:12]([C:18]2[CH:27]=[CH:26][C:25]3[C:20](=[CH:21][C:22]([O:30][CH3:31])=[C:23]([O:28][CH3:29])[CH:24]=3)[C:19]=2[CH:32]=O)=[CH:11][CH:10]=1)C1C=CC=CC=1.[C:34]([OH:37])(=O)[CH3:35]>[Zn]>[CH3:29][O:28][C:23]1[C:22]([O:30][CH3:31])=[CH:21][C:20]2[C:19]3[CH:32]=[N:15][C:13]4[CH:14]=[CH:9][C:10]([O:37][CH2:34][C:35]5[CH:13]=[CH:14][CH:9]=[CH:10][CH:11]=5)=[CH:11][C:12]=4[C:18]=3[CH:27]=[CH:26][C:25]=2[CH:24]=1. The reagents and catalysts are [Zn] (zinc). Procedure: 2-( 4-Benzyloxy-6-nitrophenyl)-6,7-dimethoxy-1-naphthaldehyde (100 mg, 0.23 mmol) was dissolved in glacial acetic acid (15 mL) and heated to reflux with zinc dust (163 mg, 2.5 mmol) for 3.5 h. Acetic acid was evaporated in vacuo and the residue was dissolved in chloroform. The solution was filtered through a celite bed and the filtrate was washed successively with saturated sodium bicarbonate solution and brine. The organic layer was dried over anhydrous sodium sulfate, filtered and evaporated i... Reactants: C(C1=CC=CC=C1)OC1=CC=C(C(=C1)[N+](=O)[O-])C1=C(C2=CC(=C(C=C2C=C1)OC)OC)C=O (2-( 4-Benzyloxy-6-nitrophenyl)-6,7-dimethoxy-1-naphthaldehyde), C(C)(=O)O (acetic acid). Yield: 56.0%. Product: COC1=CC2=C(C=3C=NC=4C=CC(=CC4C3C=C2)OCC2=CC=CC=C2)C=C1OC (2,3-Dimethoxy-9-benzyloxybenzo[i]phenanthridine). The reactants are CCOP(OCC)OCC, CCOC(C)=O, Cc1cccnc1Oc1cccc(CCl)c1, O. Yields the product CCOP(=O)(Cc1cccc(Oc2ncccc2C)c1)OCC. Reaction SMILES: [CH2:17]([CH3:18])[O:19][P:20]([O:21][CH2:22][CH3:23])[O:24][CH2:25][CH3:26].[CH3:28][CH2:29][O:30][C:31](=[O:32])[CH3:33].[Cl:1][CH2:2][c:3]1[cH:4][c:5]([O:6][c:7]2[n:8][cH:9][cH:10][cH:11][c:12]2[CH3:13])[cH:14][cH:15][cH:16]1.[OH2:27]>>[CH2:2]([c:3]1[cH:4][c:5]([O:6][c:7]2[n:8][cH:9][cH:10][cH:11][c:12]2[CH3:13])[cH:14][cH:15][cH:16]1)[P:20]([O:19][CH2:17][CH3:18])([O:21][CH2:22][CH3:23])=[O:24]. Reactants: ClCC1=CC=C(C=C1)C(=O)O (α-chloroparatoluic acid), C(C)NCC (diethylamine). The solvent is C(C)#N (acetonitrile). Yields the product C(C)N(CC1=CC=C(C=C1)C(=O)O)CC (α-diethylamino-paratoluic Acid). Isolated yield 63.0%. As a reaction SMILES: Cl[CH2:2][C:3]1[CH:8]=[CH:7][C:6]([C:9]([OH:11])=[O:10])=[CH:5][CH:4]=1.[CH2:12]([NH:14][CH2:15][CH3:16])[CH3:13]>C(#N)C>[CH2:12]([N:14]([CH2:15][CH3:16])[CH2:2][C:3]1[CH:8]=[CH:7][C:6]([C:9]([OH:11])=[O:10])=[CH:5][CH:4]=1)[CH3:13]. Procedure details: 1 g (1 equivalent) of α-chloroparatoluic acid and 1.22 mL (2 equivalents) of diethylamine are placed in solution in 30 mL of acetonitrile. The reaction mixture is taken to reflux for 48 hours. The solvent is evaporated off under vacuum and the residue is purified by chromatography on silica gel column (CH2Cl2/MeOH 60/40 then pure MeOH). The product is obtained in the form of a white powder after precipitation from hexane. (Yield=63%). Product: ClC1=CC=C(C=C1)C1=CN=CN1C1C(C(OC2=C1C=NC=C2)(C)C)O (4-[5-(4-Chloro-phenyl)-imidazol-1-yl]-2,2-dimethyl-3,4-dihydro-2H-pyrano[3,2-c]pyridin-3-ol). RXN SMILES: [CH3:1][C:2]1([CH3:13])[O:11][C:10]2[C:5](=[CH:6][N:7]=[CH:8][CH:9]=2)[CH:4]2[O:12][CH:3]12.[Cl:14][C:15]1[CH:20]=[CH:19][C:18]([C:21]2[NH:25][CH:24]=[N:23][CH:22]=2)=[CH:17][CH:16]=1>>[Cl:14][C:15]1[CH:16]=[CH:17][C:18]([C:21]2[N:25]([CH:4]3[C:5]4[CH:6]=[N:7][CH:8]=[CH:9][C:10]=4[O:11][C:2]([CH3:13])([CH3:1])[CH:3]3[OH:12])[CH:24]=[N:23][CH:22]=2)=[CH:19][CH:20]=1. Procedure: Following the procedure in Example 1, using (±)-2,2-dimethyl-1a,7b-dihydro-2H-1,3-dioxa-6-aza-cyclopropa[a]naphthalene (literature known compound) and 5-(4-chloro-phenyl)-1H-imidazole as starting materials, the title compound was prepare das a pale yellow solid. Reactants: CC1(C2C(C3=CN=CC=C3O1)O2)C ((±)-2,2-dimethyl-1a,7b-dihydro-2H-1,3-dioxa-6-aza-cyclopropa[a]naphthalene), ClC1=CC=C(C=C1)C1=CN=CN1 (5-(4-chloro-phenyl)-1H-imidazole). Reactants: IC1=CC=C(C=C1)S(=O)(=O)NC=1SC=CN1 (4-iodo-N-thiazol-2-yl-benzenesulfonamide), CC1(C2=CC=CC(=C2OC=2C(=CC=CC12)P(C1=CC=CC=C1)C1=CC=CC=C1)P(C1=CC=CC=C1)C1=CC=CC=C1)C (9,9-dimethyl-4,5-bis(diphenylphosphino)xanthene), C(C)(C)(C)N1N=C(C=C1N)C(C)(C)C (2,5-di-tert-butyl-2H-pyrazole-3-ylamine), CC(C)([O-])C.[Na+] (sodium tert-butoxide). The reagents and catalysts are C=1C=CC(=CC1)/C=C/C(=O)/C=C/C2=CC=CC=C2.C=1C=CC(=CC1)/C=C/C(=O)/C=C/C2=CC=CC=C2.C=1C=CC(=CC1)/C=C/C(=O)/C=C/C2=CC=CC=C2.[Pd].[Pd] (tris(dibenzylideneacetone)dipalladium(0)). Solvent: O1CCOCC1 (1,4-dioxane). Reaction conditions: temperature 150 celsius. Product: C(C)(C)(C)N1N=C(C=C1NC1=CC=C(C=C1)S(=O)(=O)NC=1SC=CN1)C(C)(C)C (4-(1,3-di-tert-butyl-1H-pyrazol-5-ylamino)-N-(thiazol-2-yl)benzenesulfonamide). The yield is 24.6%. RXN SMILES: I[C:2]1[CH:7]=[CH:6][C:5]([S:8]([NH:11][C:12]2[S:13][CH:14]=[CH:15][N:16]=2)(=[O:10])=[O:9])=[CH:4][CH:3]=1.CC1(C)C2C=CC=C(P(C3C=CC=CC=3)C3C=CC=CC=3)C=2OC2C1=CC=CC=2P(C1C=CC=CC=1)C1C=CC=CC=1.[C:59]([N:63]1[C:67]([NH2:68])=[CH:66][C:65]([C:69]([CH3:72])([CH3:71])[CH3:70])=[N:64]1)([CH3:62])([CH3:61])[CH3:60].CC(C)([O-])C.[Na+]>O1CCOCC1.C1C=CC(/C=C/C(/C=C/C2C=CC=CC=2)=O)=CC=1.C1C=CC(/C=C/C(/C=C/C2C=CC=CC=2)=O)=CC=1.C1C=CC(/C=C/C(/C=C/C2C=CC=CC=2)=O)=CC=1.[Pd].[Pd]>[C:59]([N:63]1[C:67]([NH:68][C:2]2[CH:7]=[CH:6][C:5]([S:8]([NH:11][C:12]3[S:13][CH:14]=[CH:15][N:16]=3)(=[O:10])=[O:9])=[CH:4][CH:3]=2)=[CH:66][C:65]([C:69]([CH3:72])([CH3:71])[CH3:70])=[N:64]1)([CH3:62])([CH3:61])[CH3:60] |f:3.4,6.7.8.9.10|. Procedure: To a mixture of 4-iodo-N-thiazol-2-yl-benzenesulfonamide (100 mg, 0.3 mmol, 1.0 equiv), tris(dibenzylideneacetone)dipalladium(0) (10 mg, 0.01 mmol, 0.04 equiv), 9,9-dimethyl-4,5-bis(diphenylphosphino)xanthene (19 mg, 0.033 mmol, 0.12 equiv) and 2,5-di-tert-butyl-2H-pyrazole-3-ylamine (70 mg, 0.36 mmol, 1.2 equiv) in 4.0 mL of anhydrous 1,4-dioxane was added sodium tert-butoxide (100 mg, 0.90 mmol, 3.0 equiv). The vial was capped, and the reaction mixture was heated 30 min at 150° C. in the micro...